From a dataset of the Open Reaction Database (ORD), a public repository of structured organic reaction records. describe an organic reaction: reactants, conditions, products, and yield Reactants: CC(=O)OC1CSC(Oc2cccnc2[N+](=O)[O-])C(OC(C)=O)C1OC(C)=O, C1CCOC1. The product is CC(=O)OC1CSC(Oc2cccnc2N)C(OC(C)=O)C1OC(C)=O. As a reaction SMILES: [C:1]([CH3:2])(=[O:3])[O:4][CH:5]1[CH:6]([O:7][c:8]2[c:9]([N+:14]([O-:15])=[O:16])[n:10][cH:11][cH:12][cH:13]2)[S:17][CH2:18][CH:19]([O:25][C:26]([CH3:27])=[O:28])[CH:20]1[O:21][C:22]([CH3:23])=[O:24].[CH2:29]1[O:30][CH2:31][CH2:32][CH2:33]1>>[C:1]([CH3:2])(=[O:3])[O:4][CH:5]1[CH:6]([O:7][c:8]2[c:9]([NH2:14])[n:10][cH:11][cH:12][cH:13]2)[S:17][CH2:18][CH:19]([O:25][C:26]([CH3:27])=[O:28])[CH:20]1[O:21][C:22]([CH3:23])=[O:24].